This data is from the Open Reaction Database (ORD), a public repository of structured organic reaction records. The task is: describe an organic reaction: reactants, conditions, products, and yield Reactants: ClC1=C(C(=CC(=C1)C(C)(C)O)Cl)NC1=NC2=CC=NC=C2C2=C1C=CNC2=O (6-{[2,6-Dichloro-4-(1-hydroxy-1-methylethyl)phenyl]amino}pyrido[4,3-c]-1,6-naphthyridin-10(9H)-one), C1=CC(=CC(=C1)Cl)C(=O)OO (m-CPBA), S(=O)([O-])[O-].[Na+].[Na+] (Sodium sulfite), C(=O)(O)[O-].[Na+] (NaHCO3). Solvent: C(Cl)Cl (CH2Cl2). Conditions: time 2 hour. The product is ClC1=C(C(=CC(=C1)C(C)(C)O)Cl)NC1=NC2=CC=[N+](C=C2C2=C1C=CNC2=O)[O-] (6-{[2,6-Dichloro-4-(1-hydroxy-1-methylethyl)phenyl]amino}pyrido[4,3-c]-1,6-naphthyridin-10(9H)-one 2-oxide). Reaction SMILES: [Cl:1][C:2]1[CH:7]=[C:6]([C:8]([OH:11])([CH3:10])[CH3:9])[CH:5]=[C:4]([Cl:12])[C:3]=1[NH:13][C:14]1[C:23]2[CH:24]=[CH:25][NH:26][C:27](=[O:28])[C:22]=2[C:21]2[C:16](=[CH:17][CH:18]=[N:19][CH:20]=2)[N:15]=1.C1C=C(Cl)C=C(C(OO)=[O:37])C=1.S([O-])([O-])=O.[Na+].[Na+].C([O-])(O)=O.[Na+]>C(Cl)Cl>[Cl:12][C:4]1[CH:5]=[C:6]([C:8]([OH:11])([CH3:10])[CH3:9])[CH:7]=[C:2]([Cl:1])[C:3]=1[NH:13][C:14]1[C:23]2[CH:24]=[CH:25][NH:26][C:27](=[O:28])[C:22]=2[C:21]2[C:16](=[CH:17][CH:18]=[N+:19]([O-:37])[CH:20]=2)[N:15]=1 |f:2.3.4,5.6|. Procedure details: To a solution of 6-{[2,6-dichloro-4-(1-hydroxy-1-methylethyl)phenyl]amino}pyrido[4,3-c]-1,6-naphthyridin-10(9H)-one (Example 146, Step 1) (30 mg, 0.07 mmol) in CH2Cl2 (3 mL) at 0° C. was added m-CPBA (40.5 mg, 0.18 mmol, 77% max) and stirred for 2 hr. 10% Sodium sulfite and saturated NaHCO3 were added and stirred for 30 min. The solution was extracted with 3:1 CHCl3/iPrOH, dried with MgSO4, filtered, and concentrated under reduced pressure. Column chromatography (100% CH2Cl2 to 30% MeOH, 70% CH2... The reactants are BrC1(OC(OC1=O)(C)C)CC(=O)O[Si](C)(C)C(C)(C)C (4-bromo-2,2-dimethyl-5-oxo-1,3-dioxolane-4-acetic acid, tert-butyldimethylsilyl ester), N12CCCCCC2=NCCC1 (1,8-diazabicyclo [5,4,0]undec-7-ene). The solvent is C(Cl)(Cl)(Cl)Cl (carbon tetrachloride), O1CCCC1 (tetrahydrofuran). Run at time 1 hour. Yields the product CC1(O\C(\CO1)=C/C(=O)O[Si](C)(C)C(C)(C)C)C ((Z)-2,2-Dimethyl-5-(tert-butyldimethylsilyloxycarbonyl-methylene)-1,3-dioxolane). As a reaction SMILES: Br[C:2]1([CH2:10][C:11]([O:13][Si:14]([C:17]([CH3:20])([CH3:19])[CH3:18])([CH3:16])[CH3:15])=[O:12])[C:6](=O)[O:5][C:4]([CH3:9])([CH3:8])[O:3]1.N12CCCN=C1CCCCC2>C(Cl)(Cl)(Cl)Cl.O1CCCC1>[CH3:8][C:4]1([CH3:9])[O:5][CH2:6]/[C:2](=[CH:10]/[C:11]([O:13][Si:14]([C:17]([CH3:20])([CH3:19])[CH3:18])([CH3:15])[CH3:16])=[O:12])/[O:3]1. Procedure: The solution of crude 4-bromo-2,2-dimethyl-5-oxo-1,3-dioxolane-4-acetic acid, tert-butyldimethylsilyl ester (72.4 mmol) in carbon tetrachloride (˜220 ml) was cooled to 0-5° C. and treated dropwise over 10 minutes and under good stirring with a solution of 1,8-diazabicyclo [5,4,0]undec-7-ene (12.1 g, 79.6 mmol) in dry tetrahydrofuran (125 ml). A heavy precipitate was formed which gradually became a granular solid. After 1 h, the solid obtained was filtered and washed with a small amount of tetrah... Reactants: CC1SC2=C(C=N1)C=C(C=C2)Cl (2-methyl-6-chloro-1,3-benzthiazine), [Si](C)(C)(C(C)(C)C)OCC1=CC(=CC=C1)C=O (3-formylbenzyl alcohol t-butyldimethylsilyl ether). The solvent is C1=CC=CC=C1 (benzene), C(C)(=O)OCC (ethyl acetate). The product is [Si](C)(C)(C(C)(C)C)OCC1=CC(=CC=C1)\C=C\C1SC2=C(C=N1)C=C(C=C2)Cl (3-(6-chloro-1,3-benzthiazin-2-yl-transethenyl)benzyl alcohol t-butyldimethylsilyl ether). Procedure details: A mixture of 1.08 g of 2-methyl-6-chloro-1,3-benzthiazine 1.51 g of 3-formylbenzyl alcohol t-butyldimethylsilyl ether and 5 drops of piperidine in 60 ml of benzene was heated to reflux in a Dean-Stark trap for 1 hour. An additional 5 drops of piperidine were added and the refluxing continued from 30 hours. The mixture was diluted with 400 ml of ethyl acetate and washed with water (1×40 ml) and brine (1×40 ml). The organic layer was dried over magnesium sulfate and concentrated to 2 g of crude pr... Reagents/catalysts: N1CCCCC1 (piperidine), N1CCCCC1 (piperidine). Reaction SMILES: [CH3:1][CH:2]1[N:7]=[CH:6][C:5]2[CH:8]=[C:9]([Cl:12])[CH:10]=[CH:11][C:4]=2[S:3]1.[Si:13]([O:20][CH2:21][C:22]1[CH:27]=[CH:26][CH:25]=[C:24]([CH:28]=O)[CH:23]=1)([C:16]([CH3:19])([CH3:18])[CH3:17])([CH3:15])[CH3:14]>N1CCCCC1.C1C=CC=CC=1.C(OCC)(=O)C>[Si:13]([O:20][CH2:21][C:22]1[CH:27]=[CH:26][CH:25]=[C:24](/[CH:28]=[CH:1]/[CH:2]2[N:7]=[CH:6][C:5]3[CH:8]=[C:9]([Cl:12])[CH:10]=[CH:11][C:4]=3[S:3]2)[CH:23]=1)([C:16]([CH3:19])([CH3:18])[CH3:17])([CH3:14])[CH3:15]. Reaction conditions: time 30 hour. Starting materials: N1CCCC2=CC=CC=C12 (1,2,3,4-tetrahydroquinoline), BrN1C(CCC1=O)=O (N-bromosuccinimide). Solvent: CN(C=O)C (N,N-dimethylformamide), CN(C=O)C (N,N-dimethylformamide), O (water). Run at time 1 hour. Yields the product BrC=1C=C2CCCNC2=CC1 (6-bromo-1,2,3,4-tetrahydroquinoline). Yield: 86.0%. As a reaction SMILES: [NH:1]1[C:10]2[C:5](=[CH:6][CH:7]=[CH:8][CH:9]=2)[CH2:4][CH2:3][CH2:2]1.[Br:11]N1C(=O)CCC1=O>CN(C)C=O.O>[Br:11][C:7]1[CH:6]=[C:5]2[C:10](=[CH:9][CH:8]=1)[NH:1][CH2:2][CH2:3][CH2:4]2. Procedure details: To a solution of 1,2,3,4-tetrahydroquinoline (100 mg) in N,N-dimethylformamide (1 ml), a solution of N-bromosuccinimide (134 mg) in N,N-dimethylformamide (1 ml) was added dropwise under ice cooling and stirred at the same temperature for 1 hour. The reaction mixture was diluted with water and extracted with ethyl acetate. The extracted organic layer was washed sequentially with water and brine, dried over anhydrous magnesium sulfate and then filtered to remove the desiccant, followed by distilli... Starting materials: C1CCOC1, CCCC(=CS(=O)(=O)c1ccccc1)C(=O)OC, [Li+], [OH-], O. Yields the product CCCC(=CS(=O)(=O)c1ccccc1)C(=O)O. Reaction SMILES: [CH2:21]1[O:22][CH2:23][CH2:24][CH2:25]1.[CH3:1][O:2][C:3]([C:4](=[CH:5][S:6](=[O:7])(=[O:8])[c:9]1[cH:10][cH:11][cH:12][cH:13][cH:14]1)[CH2:15][CH2:16][CH3:17])=[O:18].[Li+:19].[OH-:20].[OH2:26]>>[O:2]=[C:3]([C:4](=[CH:5][S:6](=[O:7])(=[O:8])[c:9]1[cH:10][cH:11][cH:12][cH:13][cH:14]1)[CH2:15][CH2:16][CH3:17])[OH:18]. Reactants: CC1=CC=C2C=CNC2=C1 (6-methylindole), O (water), [H-].[Na+] (sodium hydride), CC1OC1 ((RS)-methyloxirane). The solvent is O1CCCC1 (tetrahydrofuran), CCOCC (ether). Reaction conditions: time 1 hour. Yields the product CC1=CC=C2C=CN(C2=C1)CC(C)O ((RS)-1-(6-methyl-indol-1-yl)-propan-2-ol). Isolated yield 35.0%. As a reaction SMILES: [H-].[Na+].[CH3:3][C:4]1[CH:12]=[C:11]2[C:7]([CH:8]=[CH:9][NH:10]2)=[CH:6][CH:5]=1.[CH3:13][CH:14]1[CH2:16][O:15]1.O>O1CCCC1.CCOCC>[CH3:3][C:4]1[CH:12]=[C:11]2[C:7]([CH:8]=[CH:9][N:10]2[CH2:13][CH:14]([OH:15])[CH3:16])=[CH:6][CH:5]=1 |f:0.1|. Reported procedure: A suspension of 0.28 g of sodium hydride dispersion in 40 ml of tetrahydrofuran was treated with 0.98 g of 6-methylindole at 0° and stirred at this temperature for 1 hour. After the addition of 1 ml of (RS)-methyloxirane the reaction mixture was stirred at room temperature for 60 hours and subsequently treated with 7 ml of water. The mixture was diluted with 370 ml of ether, washed twice with 120 ml of water and with 60 ml of saturated sodium chloride solution and the organic phase was dried ove... Starting materials: CC=1C=C(C(=O)O)C=C(C1)C1=CC=CC=C1 (3-methyl-5-phenylbenzoic acid), CO (methanol). The reagents and catalysts are OS(=O)(=O)O (H2SO4). Yields the product CC=1C=C(C(=O)OC)C=C(C1)C1=CC=CC=C1 (methyl 3-methyl-5-phenylbenzoate). Yield: 94.0%. As a reaction SMILES: [CH3:1][C:2]1[CH:3]=[C:4]([CH:8]=[C:9]([C:11]2[CH:16]=[CH:15][CH:14]=[CH:13][CH:12]=2)[CH:10]=1)[C:5]([OH:7])=[O:6].[CH3:17]O>OS(O)(=O)=O>[CH3:1][C:2]1[CH:3]=[C:4]([CH:8]=[C:9]([C:11]2[CH:16]=[CH:15][CH:14]=[CH:13][CH:12]=2)[CH:10]=1)[C:5]([O:7][CH3:17])=[O:6]. Procedure details: A solution of 3-methyl-5-phenylbenzoic acid (3.5 g; 16.5 mmol) and concentrated H2SO4 (30 drops) in methanol (25 ml) was heated at reflux overnight. After evaporation to dryness, the residue was extracted with ether. The organic phase was evaporated and purified by flash chromatography eluting with petroleum ether/ethyl acetate (90/10) to give methyl 3-methyl-5-phenylbenzoate as an oil. Yield=94%.